From a dataset of the Open Reaction Database (ORD), a public repository of structured organic reaction records. describe an organic reaction: reactants, conditions, products, and yield Starting materials: [N+](=O)([O-])C=1C=C(C=CC1)O (3-nitrophenol), ClCC(=O)NC1CC1 (2-chloro-N-cyclopropylacetamide), C(=O)([O-])[O-].[K+].[K+] (K2CO3). The reagents and catalysts are C1COCCOCCOCCOCCOCCO1 (18-CROWN-6). Run in CN(C=O)C (N,N-Dimethylformamide). Reaction conditions: temperature 50 celsius, time 18 hour. The product is C1(CC1)NC(COC1=CC(=CC=C1)[N+](=O)[O-])=O (N-cyclopropyl-2-(3-nitrophenoxy)acetamide). Isolated yield 61.9%. Reaction SMILES: [N+:1]([C:4]1[CH:5]=[C:6]([OH:10])[CH:7]=[CH:8][CH:9]=1)([O-:3])=[O:2].Cl[CH2:12][C:13]([NH:15][CH:16]1[CH2:18][CH2:17]1)=[O:14].C([O-])([O-])=O.[K+].[K+]>CN(C)C=O.C1OCCOCCOCCOCCOCCOC1>[CH:16]1([NH:15][C:13](=[O:14])[CH2:12][O:10][C:6]2[CH:7]=[CH:8][CH:9]=[C:4]([N+:1]([O-:3])=[O:2])[CH:5]=2)[CH2:18][CH2:17]1 |f:2.3.4|. Procedure details: A mixture of 3-nitrophenol (4 g, 28.8 mmol), 2-chloro-N-cyclopropylacetamide (4.61 g, 34.5 mmol), K2CO3 (7.95 g, 57.5 mmol) and 18-CROWN-6 (0.228 g, 0.863 mmol) in N,N-Dimethylformamide (30.0 ml) was stirred under N2 atmosphere for 18 hrs at 50° C. After cooling to RT, the reaction mixture was partitioned between EtOAc (250 ml) and water (250 ml). Aq. phase was re-extracted with EtOAc (200 ml). Combined organic layer was washed with brine (100 ml), dried over sodium sulphate and the solvent was ... Starting materials: C(C1=CC=CC=C1)OC=1C=C(OC=2C=C(C(=O)OC)C=CC2)C=CC1[N+](=O)[O-] (methyl 3-[3-(benzyloxy)-4-nitrophenoxy]benzoate), CO (methanol). Reagents/catalysts: [C].[Pd] (palladium-carbon). Solvent: C(C)(=O)OCC (ethyl acetate). Conditions: time 20 hour. Product: NC1=C(C=C(OC=2C=C(C(=O)OC)C=CC2)C=C1)O (methyl 3-(4-amino-3-hydroxyphenoxy)benzoate). The yield is 100.3%. RXN SMILES: C([O:8][C:9]1[CH:10]=[C:11]([CH:23]=[CH:24][C:25]=1[N+:26]([O-])=O)[O:12][C:13]1[CH:14]=[C:15]([CH:20]=[CH:21][CH:22]=1)[C:16]([O:18][CH3:19])=[O:17])C1C=CC=CC=1.CO>C(OCC)(=O)C.[C].[Pd]>[NH2:26][C:25]1[CH:24]=[CH:23][C:11]([O:12][C:13]2[CH:14]=[C:15]([CH:20]=[CH:21][CH:22]=2)[C:16]([O:18][CH3:19])=[O:17])=[CH:10][C:9]=1[OH:8] |f:3.4|. Reported procedure: To a solution of methyl 3-[3-(benzyloxy)-4-nitrophenoxy]benzoate (19.1 g, 50.4 mmol) in ethyl acetate (50 mL) were added methanol (80 mL) and 10% palladium-carbon (2.31 g), and the mixture was vigorously stirred at room temperature for 20 hr under a hydrogen atmosphere. 10% Palladium-carbon was filtered off, and the filtrate was concentrated under reduced pressure to give the title compound (13.1 g) as a brown syrup. The reactants are C(C)N1CCC(CC1)(O)C=1SC(=CN1)I (1-ethyl-4-(5-iodothiazol-2-yl)piperidin-4-ol), C(C)(C)(C)OC(=O)NC1=C(C=C(C=C1)B(O)O)F (4-(tert-butoxycarbonylamino)-3-fluorophenylboronic acid), [F-].[Cs+] (CsF), C(OC)COC (dimethoxyethane). The reagents and catalysts are C=1C=CC(=CC1)[P](C=2C=CC=CC2)(C=3C=CC=CC3)[Pd]([P](C=4C=CC=CC4)(C=5C=CC=CC5)C=6C=CC=CC6)([P](C=7C=CC=CC7)(C=8C=CC=CC8)C=9C=CC=CC9)[P](C=1C=CC=CC1)(C=1C=CC=CC1)C=1C=CC=CC1 (tetrakis(triphenylphosphine)palladium(0)). Run in C(C)(=O)OCC (ethyl acetate), O (H2O), CO (methanol). Run at temperature 90 celsius. Product: C(C)(C)(C)OC(NC1=C(C=C(C=C1)C1=CN=C(S1)C1(CCN(CC1)CC)O)F)=O (tert-butyl-4-(2-(1-ethyl-4-hydroxypiperidin-4-yl)thiazol-5-yl)-2-fluorophenylcarbamate). As a reaction SMILES: [CH2:1]([N:3]1[CH2:8][CH2:7][C:6]([C:10]2[S:11][C:12](I)=[CH:13][N:14]=2)([OH:9])[CH2:5][CH2:4]1)[CH3:2].[C:16]([O:20][C:21]([NH:23][C:24]1[CH:29]=[CH:28][C:27](B(O)O)=[CH:26][C:25]=1[F:33])=[O:22])([CH3:19])([CH3:18])[CH3:17].[F-].[Cs+].C(COC)OC>C(OCC)(=O)C.O.C1C=CC([P]([Pd]([P](C2C=CC=CC=2)(C2C=CC=CC=2)C2C=CC=CC=2)([P](C2C=CC=CC=2)(C2C=CC=CC=2)C2C=CC=CC=2)[P](C2C=CC=CC=2)(C2C=CC=CC=2)C2C=CC=CC=2)(C2C=CC=CC=2)C2C=CC=CC=2)=CC=1.CO>[C:16]([O:20][C:21](=[O:22])[NH:23][C:24]1[CH:29]=[CH:28][C:27]([C:12]2[S:11][C:10]([C:6]3([OH:9])[CH2:7][CH2:8][N:3]([CH2:1][CH3:2])[CH2:4][CH2:5]3)=[N:14][CH:13]=2)=[CH:26][C:25]=1[F:33])([CH3:19])([CH3:17])[CH3:18] |f:2.3,^1:52,54,73,92|. Procedure details: A solution of Example 2A (0.33 g, 0.98 mmol), 4-(tert-butoxycarbonylamino)-3-fluorophenylboronic acid (0.25 g, 0.98 mmol), CsF (0.46 g, 3.0 mmol), and tetrakis(triphenylphosphine)palladium(0) (0.12 g, 0.098 mmol) in a solvent mixture of dimethoxyethane (2 mL) and methanol (1 mL) was heated to 90° C. for 16 h. The reaction was cooled to ambient temperature and diluted with ethyl acetate (5 mL) and H2O (5 mL). The layers were separated, and the organic was washed with 10% aqueous HCl (3×15 mL). 2N... Procedure details: A solution of 3-[(2-chlorophenyl)methyl]-2propylthiohistidine ethyl ester (Example 2 (i)) (0.48 g, 1.26 mmol), ethanol (4 mL), water (4 mL) and potassium hydroxide (0.111 g, 1.97 mmol) was stirred at 25° C. for 1 hour. The mixture was treated with concentrated hydrochloric acid to pH 4.0 and cooled. The resulting precipitate was collected and triturated with ethanol to give 0.34 g (77%) of 3-[(2-chlorophenyl)methyl]-2-propylthiohistidine; m.p. 227°-228° C. Isolated yield 79.9%. Run in O (water). RXN SMILES: C([O:3][C:4](=[S:24])[C@H:5]([CH2:7][C:8]1[N:12]([CH2:13][C:14]2[CH:19]=[CH:18][CH:17]=[CH:16][C:15]=2[Cl:20])[C:11]([CH2:21][CH2:22][CH3:23])=[N:10][CH:9]=1)[NH2:6])C.C(O)C.[OH-].[K+].Cl>O>[Cl:20][C:15]1[CH:16]=[CH:17][CH:18]=[CH:19][C:14]=1[CH2:13][N:12]1[C:8]([CH2:7][C@@H:5]([C:4]([OH:3])=[S:24])[NH2:6])=[CH:9][N:10]=[C:11]1[CH2:21][CH2:22][CH3:23] |f:2.3|. Product: ClC1=C(C=CC=C1)CN1C(=NC=C1C[C@H](N)C(=S)O)CCC (3-[(2-chlorophenyl)methyl]-2-propylthiohistidine). Starting materials: C(C)OC([C@@H](N)CC1=CN=C(N1CC1=C(C=CC=C1)Cl)CCC)=S (3-[(2-chlorophenyl)methyl]-2propylthiohistidine ethyl ester), [OH-].[K+] (potassium hydroxide), Cl (hydrochloric acid), Example 2 ( i ), C(C)O (ethanol). Reactants: ClC=1C(NN=CC1NCC1=CC(=C(C=C1)OC)OCCN1CCN(CC1)CC1=CC=C(C=C1)F)=O (4-chloro-5-[3-{2-(4-(4-fluorobenzyl)-piperazin-1-yl)-ethoxy}-4-methoxybenzylamino]-3(2H)-pyridazinone), C(C)Br (ethyl bromide), C([O-])([O-])=O.[K+].[K+] (potassium carbonate). Run in CC(CC)=O (2-butanone). Conditions: time 5 hour. The product is C(C)N1N=CC(=C(C1=O)Cl)NCC1=CC(=C(C=C1)OC)OCCN1CCN(CC1)CC1=CC=C(C=C1)F (2-Ethyl-4-chloro-5-[3-{2-(4-(4-fluorobenzyl)-piperazin-1-yl)-ethoxy}-4-methoxybenzylamino]-3(2H)-pyridazinone). The yield is 81.3%. As a reaction SMILES: [Cl:1][C:2]1[C:3](=[O:35])[NH:4][N:5]=[CH:6][C:7]=1[NH:8][CH2:9][C:10]1[CH:15]=[CH:14][C:13]([O:16][CH3:17])=[C:12]([O:18][CH2:19][CH2:20][N:21]2[CH2:26][CH2:25][N:24]([CH2:27][C:28]3[CH:33]=[CH:32][C:31]([F:34])=[CH:30][CH:29]=3)[CH2:23][CH2:22]2)[CH:11]=1.[CH2:36](Br)[CH3:37].C(=O)([O-])[O-].[K+].[K+]>CC(=O)CC>[CH2:36]([N:4]1[C:3](=[O:35])[C:2]([Cl:1])=[C:7]([NH:8][CH2:9][C:10]2[CH:15]=[CH:14][C:13]([O:16][CH3:17])=[C:12]([O:18][CH2:19][CH2:20][N:21]3[CH2:26][CH2:25][N:24]([CH2:27][C:28]4[CH:29]=[CH:30][C:31]([F:34])=[CH:32][CH:33]=4)[CH2:23][CH2:22]3)[CH:11]=2)[CH:6]=[N:5]1)[CH3:37] |f:2.3.4|. Reported procedure: A mixture comprising 500 mg of 4-chloro-5-[3-{2-(4-(4-fluorobenzyl)-piperazin-1-yl)-ethoxy}-4-methoxybenzylamino]-3(2H)-pyridazinone, 130 mg of ethyl bromide, 190 mg of potassium carbonate and 10 ml of 2-butanone, was refluxed under heating with stirring for 5 hours. Inorganic substances were filtered off, and then the solvent was distilled off under reduced pressure. Water was added to the obtained residue, and the mixture was extracted with chloroform. The extract solution was washed with wate... Reactants: CC1(NC2=CC=C(C=C2C(=C1)C)OS(=O)(=O)C(F)(F)F)C (Trifluoromethanesulfonic acid 2,2,4-trimethyl-1,2-dihydroquinolin-6-yl ester), C(C)(C)C=1C=CC(=C(C1)B(O)O)OC (5-isopropyl-2-methoxyphenylboronic acid), C1(=CC=CC=C1)CCS (2-phenylethanethiol). Product: C(C)(C)C=1C=CC(=C(C1)C=1C=C2C(=CC(NC2=CC1)(C)C)CSCCC1=CC=CC=C1)OC (6-(5-Isopropyl-2-methoxyphenyl)-2,2-dimethyl-4-phenethylsulfanylmethyl-1,2-dihydroquinoline). RXN SMILES: [CH3:1][C:2]1([CH3:21])[CH:11]=[C:10]([CH3:12])[C:9]2[C:4](=[CH:5][CH:6]=[C:7](OS(C(F)(F)F)(=O)=O)[CH:8]=2)[NH:3]1.[CH:22]([C:25]1[CH:26]=[CH:27][C:28]([O:34][CH3:35])=[C:29](B(O)O)[CH:30]=1)([CH3:24])[CH3:23].[C:36]1([CH2:42][CH2:43][SH:44])[CH:41]=[CH:40][CH:39]=[CH:38][CH:37]=1>>[CH:22]([C:25]1[CH:26]=[CH:27][C:28]([O:34][CH3:35])=[C:29]([C:7]2[CH:8]=[C:9]3[C:4](=[CH:5][CH:6]=2)[NH:3][C:2]([CH3:1])([CH3:21])[CH:11]=[C:10]3[CH2:12][S:44][CH2:43][CH2:42][C:36]2[CH:41]=[CH:40][CH:39]=[CH:38][CH:37]=2)[CH:30]=1)([CH3:24])[CH3:23]. Procedure: Trifluoromethanesulfonic acid 2,2,4-trimethyl-1,2-dihydroquinolin-6-yl ester was coupled with 5-isopropyl-2-methoxyphenylboronic acid. Bromination and coupling reaction with 2-phenylethanethiol gave 30 mg of the title compound.